Dataset: the Open Reaction Database (ORD), a public repository of structured organic reaction records. Task: describe an organic reaction: reactants, conditions, products, and yield Starting materials: [Si](C)(C)(C(C)(C)C)OC1=C2C(OCC2=C(C(=C1C/C=C(/CCC(=O)OC)\C)CC)C)=O (methyl (E)-6-(4-t-butyldimethylsilyloxy-1,3-dihydro-6-ethyl-7-methyl-3-oxoisobenzofuran-5-yl)-4-methyl-4-hexenoate), OOS(=O)[O-].[K+] (Oxone). The solvent is C(Cl)Cl (methylene chloride), CO (methanol), N1=CC=CC=C1 (pyridine). Run at temperature 25 celsius, time 5 hour. Product: [Si](C)(C)(C(C)(C)C)OC1=C2C(OCC2=C(C(=C1CC=O)CC)C)=O (2-(4-t-butyldimethylsilyloxy-1,3-dihydro-6-ethyl-7-methyl-3-oxoisobenzofuran-5-yl)-acetaldehyde). As a reaction SMILES: [Si:1]([O:8][C:9]1[C:17]([CH2:18]/[CH:19]=C(\C)/CCC(OC)=O)=[C:16]([CH2:28][CH3:29])[C:15]([CH3:30])=[C:14]2[C:10]=1[C:11](=[O:31])[O:12][CH2:13]2)([C:4]([CH3:7])([CH3:6])[CH3:5])([CH3:3])[CH3:2].[OH:32]OS([O-])=O.[K+]>C(Cl)Cl.CO.N1C=CC=CC=1>[Si:1]([O:8][C:9]1[C:17]([CH2:18][CH:19]=[O:32])=[C:16]([CH2:28][CH3:29])[C:15]([CH3:30])=[C:14]2[C:10]=1[C:11](=[O:31])[O:12][CH2:13]2)([C:4]([CH3:6])([CH3:5])[CH3:7])([CH3:3])[CH3:2] |f:1.2|. Procedure details: A solution of methyl (E)-6-(4-t-butyldimethylsilyloxy-1,3-dihydro-6-ethyl-7-methyl-3-oxoisobenzofuran-5-yl)-4-methyl-4-hexenoate (10.6 g) in methylene chloride (150 ml), methanol (150 ml) and pyridine (5 ml) was treated with an excess of Oxone® -70° C. The reaction was quenched with dimethylsulfide (20 ml) and stirred for 5 hours at 25° C. The reaction mixture was poured into 1N aqueous sodium hydrogen sulfate. Extraction with 1:1 ethyl acetate:hexane gave an oil which on purification by silica ... Reactants: COC(=O)c1c([N+](=O)[O-])cccc1S(=O)(=O)NC(C)(C)C, O=C(O)C(F)(F)F. The product is COC(=O)c1c([N+](=O)[O-])cccc1S(N)(=O)=O. As a reaction SMILES: [C:1]([CH3:2])([CH3:3])([CH3:4])[NH:5][S:6](=[O:7])(=[O:8])[c:9]1[c:10]([C:11](=[O:12])[O:13][CH3:14])[c:15]([N+:19](=[O:20])[O-:21])[cH:16][cH:17][cH:18]1.[OH:22][C:23]([C:24]([F:25])([F:26])[F:27])=[O:28]>>[NH2:5][S:6](=[O:7])(=[O:8])[c:9]1[c:10]([C:11](=[O:12])[O:13][CH3:14])[c:15]([N+:19](=[O:20])[O-:21])[cH:16][cH:17][cH:18]1. The reactants are CC(O)C(O)=S, CC1SCN(c2cc(Cl)cc(Cl)c2)C1=O, O=C(OO)c1cccc(Cl)c1, Nc1cc(Cl)cc(Cl)c1, O=C1NCCS1. The product is CC1C(=O)N(c2cc(Cl)cc(Cl)c2)CS1=O. RXN SMILES: [C:25]([OH:26])(=[S:28])[CH:29]([OH:27])[CH3:30].[Cl:10][c:11]1[cH:12][c:13]([N:18]2[CH2:19][S:20][CH:21]([CH3:24])[C:22]2=[O:23])[cH:14][c:15]([Cl:17])[cH:16]1.[Cl:37][c:38]1[cH:39][c:40]([C:44]([O:45][OH:46])=[O:47])[cH:41][cH:42][cH:43]1.[NH2:1][c:2]1[cH:3][c:4]([Cl:5])[cH:6][c:7]([Cl:8])[cH:9]1.[S:31]1[CH2:32][CH2:33][NH:34][C:35]1=[O:36]>>[Cl:10][c:11]1[cH:12][c:13]([N:18]2[CH2:19][S:20](=[O:27])[CH:21]([CH3:24])[C:22]2=[O:23])[cH:14][c:15]([Cl:17])[cH:16]1. Starting materials: 30, C1(=CC=CC2=CC=CC=C12)N (1-naphthylamine), C(C1CCCO1)O (tetrahydrofurfuryl alcohol), C(C=C)(=O)O (acrylic acid), C1(=CC=C(C=C1)S(=O)(=O)O)C (p-Toluenesulfonic acid). Solvent: C1(=CC=CC=C1)C (toluene). Reaction conditions: temperature 80 celsius, time 17 hour. Yields the product 60.5, C(C1CCCO1)OC(CCNC1=CC=CC2=CC=CC=C12)=O (tetrahydrofurfuryl-3-(1-naphthylamino)propionate). Isolated yield 73.0%. RXN SMILES: [C:1]1([NH2:11])[C:10]2[C:5](=[CH:6][CH:7]=[CH:8][CH:9]=2)[CH:4]=[CH:3][CH:2]=1.[CH2:12]([OH:18])[CH:13]1[O:17][CH2:16][CH2:15][CH2:14]1.[C:19](O)(=[O:22])[CH:20]=[CH2:21].C1(C)C=CC(S(O)(=O)=O)=CC=1>C1(C)C=CC=CC=1>[CH2:12]([O:18][C:19](=[O:22])[CH2:20][CH2:21][NH:11][C:1]1[C:10]2[C:5](=[CH:6][CH:7]=[CH:8][CH:9]=2)[CH:4]=[CH:3][CH:2]=1)[CH:13]1[O:17][CH2:16][CH2:15][CH2:14]1. Procedure: A coupling component for the preferred dye of this invention was prepared as follows: A mixture of 30 parts of 1-naphthylamine and 43 parts of tetrahydrofurfuryl alcohol was heated to 80°C. Glacial acrylic acid (16.5 parts) was then added dropwise over a 10 minute period at 80°-85°C. When the addition was complete, the mixture was heated to 90°-95°C. and held at that temperature for 17 hours. The reaction mixture was cooled to 30°C. p-Toluenesulfonic acid (12.5 parts) and toluene (40 parts) were... Reactants: C, CC(C)(C)OC(=O)N1CCN(C(=O)NC2(C(=O)OCc3ccccc3)CCCCC2)CC1, CCO, [H][H], [Pd]. Yields the product CC(C)(C)OC(=O)N1CCN(C(=O)NC2(C(=O)O)CCCCC2)CC1. As a reaction SMILES: [C:38].[CH3:1][C:2]([CH3:3])([CH3:4])[O:5][C:6](=[O:7])[N:8]1[CH2:9][CH2:10][N:11]([C:14](=[O:15])[NH:16][C:17]2([C:23](=[O:24])[O:25][CH2:26][c:27]3[cH:28][cH:29][cH:30][cH:31][cH:32]3)[CH2:18][CH2:19][CH2:20][CH2:21][CH2:22]2)[CH2:12][CH2:13]1.[CH3:35][CH2:36][OH:37].[H:33][H:34].[Pd:39]>>[CH3:1][C:2]([CH3:3])([CH3:4])[O:5][C:6](=[O:7])[N:8]1[CH2:9][CH2:10][N:11]([C:14](=[O:15])[NH:16][C:17]2([C:23](=[O:24])[OH:25])[CH2:18][CH2:19][CH2:20][CH2:21][CH2:22]2)[CH2:12][CH2:13]1. Reactants: C(C)C1=CC(=CC2=C1C(=NCC(N2)=S)C2=C(C=C(C=C2)CC)CC)CC (1,3-dihydro-6,8-diethyl-5-(2,4-diethylphenyl)-2H-1,4-benzodiazepine-2-thione), C(C)OCC(=O)NN (ethoxyacetic acid hydrazide). Solvent: C(CCC)O (n-butyl alcohol). The product is C(C)C1=CC(=CC2=C1C(=NCC=1N2C(=NN1)COCC)C1=C(C=C(C=C1)CC)CC)CC (7,9-diethyl-1-(ethoxymethyl)-6-(2,4-diethylphenyl)-4H-s-triazolo[4,3-a][1,4]benzodiazepine). RXN SMILES: [CH2:1]([C:3]1[C:8]2[C:9]([C:15]3[CH:20]=[CH:19][C:18]([CH2:21][CH3:22])=[CH:17][C:16]=3[CH2:23][CH3:24])=[N:10][CH2:11][C:12](=S)[NH:13][C:7]=2[CH:6]=[C:5]([CH2:25][CH3:26])[CH:4]=1)[CH3:2].[CH2:27]([O:29][CH2:30][C:31]([NH:33][NH2:34])=O)[CH3:28]>C(O)CCC>[CH2:1]([C:3]1[C:8]2[C:9]([C:15]3[CH:20]=[CH:19][C:18]([CH2:21][CH3:22])=[CH:17][C:16]=3[CH2:23][CH3:24])=[N:10][CH2:11][C:12]3[N:13]([C:31]([CH2:30][O:29][CH2:27][CH3:28])=[N:33][N:34]=3)[C:7]=2[CH:6]=[C:5]([CH2:25][CH3:26])[CH:4]=1)[CH3:2]. Procedure: In the manner given in Example 1, a solution of 1,3-dihydro-6,8-diethyl-5-(2,4-diethylphenyl)-2H-1,4-benzodiazepine-2-thione in n-butyl alcohol was heated to reflux with ethoxyacetic acid hydrazide to give 7,9-diethyl-1-(ethoxymethyl)-6-(2,4-diethylphenyl)-4H-s-triazolo[4,3-a][1,4]benzodiazepine.